From a dataset of the Open Reaction Database (ORD), a public repository of structured organic reaction records. describe an organic reaction: reactants, conditions, products, and yield Yields the product C(=Cc1ccccc1OCCCCn1ccnc1)c1nc2ccccc2o1. Starting materials: ClCCCCOc1ccccc1C=Cc1nc2ccccc2o1, Cl, c1c[nH]cn1. RXN SMILES: [Cl:1][CH2:2][CH2:3][CH2:4][CH2:5][O:6][c:7]1[c:8]([CH:13]=[CH:14][c:15]2[o:16][c:17]3[c:18]([n:19]2)[cH:20][cH:21][cH:22][cH:23]3)[cH:9][cH:10][cH:11][cH:12]1.[ClH:29].[nH:24]1[cH:25][n:26][cH:27][cH:28]1>>[CH2:2]([CH2:3][CH2:4][CH2:5][O:6][c:7]1[c:8]([CH:13]=[CH:14][c:15]2[o:16][c:17]3[c:18]([n:19]2)[cH:20][cH:21][cH:22][cH:23]3)[cH:9][cH:10][cH:11][cH:12]1)[n:24]1[cH:25][n:26][cH:27][cH:28]1. Starting materials: CC(=O)c1ccc([N+](=O)[O-])c(Cl)c1, Fc1ccc([S-])c(F)c1, [K+], Cc1ccccc1C. As a reaction SMILES: [Cl:1][c:2]1[cH:3][c:4]([C:11]([CH3:12])=[O:13])[cH:5][cH:6][c:7]1[N+:8](=[O:9])[O-:10].[F:14][c:15]1[c:16]([S-:17])[cH:18][cH:19][c:20]([F:22])[cH:21]1.[K+:23].[c:24]1([CH3:25])[c:26]([CH3:27])[cH:28][cH:29][cH:30][cH:31]1>>[c:2]1([S:17][c:16]2[c:15]([F:14])[cH:21][c:20]([F:22])[cH:19][cH:18]2)[cH:3][c:4]([C:11]([CH3:12])=[O:13])[cH:5][cH:6][c:7]1[N+:8](=[O:9])[O-:10]. Product: CC(=O)c1ccc([N+](=O)[O-])c(Sc2ccc(F)cc2F)c1. The reactants are C1=C(C=CC=2OC3=C(C21)C=CC=C3)C(C[C@@H](C(=O)O)NC(C(F)(F)F)=O)=O ((S)-4-dibenzofuran-2-yl-4-oxo-2-(2,2,2-trifluoroacetylamino)-butyric acid), O.O.O.C(C)(=O)[O-].[Na+] (sodium acetate trihydrate), Cl.NO (hydroxylamine hydrochloride). The solvent is CO (methanol). Reaction conditions: temperature 24 celsius, time 3 hour. Yields the product C1=C(C=CC=2OC3=C(C21)C=CC=C3)C(C[C@@H](C(=O)O)NC(C(F)(F)F)=O)=NO ((S)-4-dibenzofuran-2-yl-4-hydroxyimino-2-(2,2,2-trifluoroacetylamino)-butyric acid). The yield is 12.7%. As a reaction SMILES: [CH:1]1[C:9]2[C:8]3[CH:10]=[CH:11][CH:12]=[CH:13][C:7]=3[O:6][C:5]=2[CH:4]=[CH:3][C:2]=1[C:14](=O)[CH2:15][C@H:16]([NH:20][C:21](=[O:26])[C:22]([F:25])([F:24])[F:23])[C:17]([OH:19])=[O:18].[OH2:28].O.O.C([O-])(=O)C.[Na+].Cl.[NH2:37]O>CO>[CH:1]1[C:9]2[C:8]3[CH:10]=[CH:11][CH:12]=[CH:13][C:7]=3[O:6][C:5]=2[CH:4]=[CH:3][C:2]=1[C:14](=[N:37][OH:28])[CH2:15][C@H:16]([NH:20][C:21](=[O:26])[C:22]([F:25])([F:24])[F:23])[C:17]([OH:19])=[O:18] |f:1.2.3.4.5,6.7|. Procedure details: To a solution of (S)-4-dibenzofuran-2-yl-4-oxo-2,2,2-trifluoroacetylamino)-butyric acid (1.0 g, 0.0026 mol) from Example 1 in 50 mL of methanol was added sodium acetate trihydrate (1.08 g, 0.0079 mol). The solution was stirred at 24° C. while an aqueous solution (5 mL) of hydroxylamine hydrochloride (0.37 g, 0.00527 mol) was added in one portion. The reaction mixture was stirred for 3 hours at 24° C., and then heated to reflux for 2 hours. The solution was cooled to 24° C. and concentrated to dr... The yield is 77.9%. The product is CON1C(CC(CC1(C)C)=O)(C)C (1-methoxy-2,2,6,6-tetramethyl-4-piperidone). Solvent: O (Water). Reported procedure: A 5.0 L 4 neck mechanically stirred flask is charged with 1oxyl-2,2,6,6-tetramethyl-4-piperidone (300 g, 1.76 moles), ferrous sulfate heptahydrate (513.7 g, 1.85 moles) and dimethylsulfoxide (1450 g). Hydrogen peroxide, 30% (279.2 g, 2.46 moles), is added over a 1 hour 45 min span. The temperature is maintained at 29-32° C. The content is stirred for an additional 30 min at 25-30° C. and then chilled below 1° C. Water (1250 ml) is added and the mixture is extracted with four 750 ml portions of e... Conditions: temperature 30.5 celsius, time 30 minute. RXN SMILES: [OH:1][N:2]1[C:7]([CH3:9])([CH3:8])[CH2:6][C:5](=[O:10])[CH2:4][C:3]1([CH3:12])[CH3:11].[CH3:13]S(C)=O.OO>O>[CH3:13][O:1][N:2]1[C:7]([CH3:8])([CH3:9])[CH2:6][C:5](=[O:10])[CH2:4][C:3]1([CH3:12])[CH3:11]. The reactants are 4, ON1C(CC(CC1(C)C)=O)(C)C (1oxyl-2,2,6,6-tetramethyl-4-piperidone), ferrous sulfate heptahydrate, CS(=O)C (dimethylsulfoxide), OO (Hydrogen peroxide). Starting materials: C1CCCCC1, CS(=O)(=O)OCCc1ccc(Nc2ncc3c(n2)-c2ccccc2C(c2ccc(Cl)c(Cl)c2)C3)cc1, CN. Product: CN(CCc1ccc(Nc2ncc3c(n2)-c2ccccc2C(c2ccc(Cl)c(Cl)c2)C3)cc1)C1CCCCC1. As a reaction SMILES: [CH2:39]1[CH2:40][CH2:41][CH2:42][CH2:43][CH2:44]1.[CH3:1][S:2]([O:3][CH2:6][CH2:7][c:8]1[cH:9][cH:10][c:11]([NH:14][c:15]2[n:16][c:17]3[c:22]([cH:23][n:24]2)[CH2:21][CH:20]([c:25]2[cH:26][c:27]([Cl:32])[c:28]([Cl:31])[cH:29][cH:30]2)[c:19]2[c:18]-3[cH:36][cH:35][cH:34][cH:33]2)[cH:12][cH:13]1)(=[O:4])=[O:5].[CH3:37][NH2:38]>>[CH2:6]([CH2:7][c:8]1[cH:9][cH:10][c:11]([NH:14][c:15]2[n:16][c:17]3[c:22]([cH:23][n:24]2)[CH2:21][CH:20]([c:25]2[cH:26][c:27]([Cl:32])[c:28]([Cl:31])[cH:29][cH:30]2)[c:19]2[c:18]-3[cH:36][cH:35][cH:34][cH:33]2)[cH:12][cH:13]1)[N:38]([CH3:37])[CH:39]1[CH2:40][CH2:41][CH2:42][CH2:43][CH2:44]1. Reaction SMILES: [CH2:1]([CH3:2])[O:3][C:4](=[O:5])[CH:6]1[CH2:7][NH:8][CH2:9][CH:10]1[C:11](=[O:12])[O:13][CH2:14][CH3:15].[CH3:22][S:23]([Cl:24])(=[O:25])=[O:26].[Cl:27][CH2:28][Cl:29].[cH:16]1[cH:17][cH:18][n:19][cH:20][cH:21]1>>[CH2:1]([CH3:2])[O:3][C:4](=[O:5])[CH:6]1[CH2:7][N:8]([S:23]([CH3:22])(=[O:25])=[O:26])[CH2:9][CH:10]1[C:11](=[O:12])[O:13][CH2:14][CH3:15]. Reactants: CCOC(=O)C1CNCC1C(=O)OCC, CS(=O)(=O)Cl, ClCCl, c1ccncc1. The product is CCOC(=O)C1CN(S(C)(=O)=O)CC1C(=O)OCC. The reactants are C(C)C=1NC2=CC(=CC=C2C1I)[N+](=O)[O-] (2-ethyl-3-iodo-6-nitro-1H-indole), CN(C)C=O (DMF), C(C)I (ethyl iodide). Run in C(C)(=O)OCC (ethyl acetate). Reaction conditions: time 3 hour. Product: C(C)N1C(=C(C2=CC=C(C=C12)[N+](=O)[O-])I)CC (1,2-Diethyl-3-iodo-6-nitro-1H-indole). Yield: 85.7%. RXN SMILES: [CH2:1]([C:3]1[NH:4][C:5]2[C:10]([C:11]=1[I:12])=[CH:9][CH:8]=[C:7]([N+:13]([O-:15])=[O:14])[CH:6]=2)[CH3:2].CN(C=O)C.[CH2:21](I)[CH3:22]>C(OCC)(=O)C>[CH2:21]([N:4]1[C:5]2[C:10](=[CH:9][CH:8]=[C:7]([N+:13]([O-:15])=[O:14])[CH:6]=2)[C:11]([I:12])=[C:3]1[CH2:1][CH3:2])[CH3:22]. Procedure: Add to a solution of 2-ethyl-3-iodo-6-nitro-1H-indole (0.30 g, 00.95 mmol) in anhydrous DMF (5 mL) sodium hexamethyldisilylamide (1.0M in THF, 1.0 mL, 1.00 mmol) dropwise followed by ethyl iodide (0.23 mL, 2.85 mmol) and stir 3 hours at ambient temperature. Quench the reaction with 1N HCl and add ethyl acetate. Wash the organic layer 2×1N HCl, 1× brine. Dry the organic layer over sodium sulfate, concentrate in vacuo, and flash chromatograph with 20% ethyl acetate hexane to afford 0.28 g (86%) of...